From a dataset of the Open Reaction Database (ORD), a public repository of structured organic reaction records. describe an organic reaction: reactants, conditions, products, and yield Starting materials: crystals, NC1=C(C=CC=C1)C(CS(=O)C)=O (2'-amino-2-(methylsulfinyl)-acetophenone), Cl (hydrochloric acid), N(=O)[O-].[Na+] (sodium nitrite). The solvent is O (water), O (water). Reaction conditions: temperature 20 celsius. The product is CS(=O)C1=NNC2=CC=CC=C2C1=O (3-(Methylsulfinyl)-4(1H)-cinnolinone). As a reaction SMILES: [NH2:1][C:2]1[CH:7]=[CH:6][CH:5]=[CH:4][C:3]=1[C:8](=[O:13])[CH2:9][S:10]([CH3:12])=[O:11].Cl.[N:15]([O-])=O.[Na+]>O>[CH3:12][S:10]([C:9]1[C:8](=[O:13])[C:3]2[C:2](=[CH:7][CH:6]=[CH:5][CH:4]=2)[NH:1][N:15]=1)=[O:11] |f:2.3|. Procedure: A solution of 5.0 g (0.025 mole) of 2'-amino-2-(methylsulfinyl)-acetophenone, 30 ml (0.03 mole) of cold (15°C) 1N hydrochloric acid and 100 ml of cold water cooled to 5°C. A solution of 2.07 g (0.03 mole) of sodium nitrite in 10 ml of water was added over a period of 3 minutes with stirring, keeping the temperature at 5°C. A deep red color developed as yellow solid separated. The mixture was allowed to warm up to 20°C. After 15 minutes at 20° the product was filtered, washed with water, 2-propan... Reactants: N1C(=NC2=C1C=CC=C2)COC2=CC(=C(C=O)C=C2Cl)F (4-(1H-benzoimidazol-2-ylmethoxy)-5-chloro-2-fluoro-benzaldehyde), FC1=C(C=O)C=C(C(=C1)O)OC (2-fluoro-4-hydroxy-5-methoxy-benzaldehyde), CN(C=O)C (N,N-dimethylformamide), [H-].[Na+] (Sodium hydride). Run in O (water). Conditions: time 20 minute. The product is N1C(=NC2=C1C=CC=C2)COC2=CC(=C(C=O)C=C2OC)F (4-(1H-benzimidazol-2-ylmethoxy)-2-fluoro-5-methoxy-benzaldehyde). Isolated yield 45.6%. RXN SMILES: [F:1][C:2]1[CH:9]=[C:8]([OH:10])[C:7]([O:11][CH3:12])=[CH:6][C:3]=1[CH:4]=[O:5].CN(C)C=O.[H-].[Na+].[NH:20]1[C:24]2[CH:25]=[CH:26][CH:27]=[CH:28][C:23]=2[N:22]=[C:21]1[CH2:29]OC1C(Cl)=CC(C=O)=C(F)C=1>O>[NH:20]1[C:24]2[CH:25]=[CH:26][CH:27]=[CH:28][C:23]=2[N:22]=[C:21]1[CH2:29][O:10][C:8]1[C:7]([O:11][CH3:12])=[CH:6][C:3]([CH:4]=[O:5])=[C:2]([F:1])[CH:9]=1 |f:2.3|. Procedure details: 2-Fluoro-4-hydroxy-5-methoxy-benzaldehyde (39, 0.290 g, 1.7 mmol, prepared as described in Scheme 12 of Example 15) was dissolved in N,N-dimethylformamide (20 mL, 200 mmol). Sodium hydride (60% dispersion in oil, 0.852 g, 2.13 mmol) was added to the solution and after the mixture was stirred for 20 minutes at room temperature, 2-chloromethyl-1H-benzoimidazole (106, 0.28 g, 1.7 mmol) was added to the reaction. The obtained mixture was heated to 80° C. and stirred overnight. After cooling to room ...